From a dataset of the Open Reaction Database (ORD), a public repository of structured organic reaction records. describe an organic reaction: reactants, conditions, products, and yield Reactants: CC1=CC=C(C(CBr)=O)C=C1 (4-Methylphenacyl bromide), C(C)(=O)NC1=CC=C(C=C1)O (4-acetamidophenol), C([O-])([O-])=O.[K+].[K+] (potassium carbonate). Run in CC(=O)C (acetone). Yields the product CC1(CC=C(OCC(=O)C2=CC=CC=C2)C=C1)NC(C)=O (4-methyl-α-(4-acetamidophenoxy)acetophenone). Yield: 82.0%. Reaction SMILES: C[C:2]1[CH:11]=[CH:10][C:5]([C:6](=[O:9])[CH2:7]Br)=[CH:4][CH:3]=1.[C:12]([NH:15][C:16]1[CH:21]=[CH:20][C:19]([OH:22])=[CH:18][CH:17]=1)(=[O:14])[CH3:13].[C:23](=O)([O-])[O-].[K+].[K+]>CC(C)=O>[CH3:23][C:16]1([NH:15][C:12](=[O:14])[CH3:13])[CH:21]=[CH:20][C:19]([O:22][CH2:7][C:6]([C:5]2[CH:4]=[CH:3][CH:2]=[CH:11][CH:10]=2)=[O:9])=[CH:18][CH2:17]1 |f:2.3.4|. Reported procedure: 4-Methylphenacyl chloride (XVI: X=Cl) (8.4 g, 0.05 mole), 4-acetamidophenol (XV: R=CH3) (7.6 g, 0.05 mole) and anhydrous potassium carbonate (8.3 g, 0.06 mole) were added to acetone (200 ml), and the mixture was heated under reflux for 12 hours. Thereafter, the reaction mixture was treated in the same manner as in Example 32 to obtain 11.7 g of 4-methyl-α-(4-acetamidophenoxy)acetophenone (XIII: R=CH3) as white crystals (yield, 82.7%).